Dataset: the Open Reaction Database (ORD), a public repository of structured organic reaction records. Task: describe an organic reaction: reactants, conditions, products, and yield Reactants: Cc1ccccc1, CCCCCCCCCCCCCCCC(=O)COCC(COP(=O)([O-])OCCBr)OC, c1cscn1. The product is CCCCCCCCCCCCCCCC(=O)COCC(COP(=O)([O-])OCCc1[nH+]ccs1)OC. RXN SMILES: [CH3:38][c:39]1[cH:40][cH:41][cH:42][cH:43][cH:44]1.[P:1](=[O:2])([O:3][CH2:4][CH:5]([CH2:6][O:7][CH2:8][C:9]([CH2:10][CH2:11][CH2:12][CH2:13][CH2:14][CH2:15][CH2:16][CH2:17][CH2:18][CH2:19][CH2:20][CH2:21][CH2:22][CH2:23][CH3:24])=[O:25])[O:26][CH3:27])([O:28][CH2:29][CH2:30][Br:31])[O-:32].[cH:33]1[cH:34][s:35][cH:36][n:37]1>>[P:1](=[O:2])([O:3][CH2:4][CH:5]([CH2:6][O:7][CH2:8][C:9]([CH2:10][CH2:11][CH2:12][CH2:13][CH2:14][CH2:15][CH2:16][CH2:17][CH2:18][CH2:19][CH2:20][CH2:21][CH2:22][CH2:23][CH3:24])=[O:25])[O:26][CH3:27])([O:28][CH2:29][CH2:30][c:36]1[s:35][cH:34][cH:33][nH+:37]1)[O-:32]. The reactants are O=C1c2ccccc2C(=O)N1CCSCC1OC(n2cnc3c(NCc4ccc([N+](=O)[O-])cc4)ncnc32)C(O)C1O, CCO, NN. The product is NCCSCC1OC(n2cnc3c(NCc4ccc([N+](=O)[O-])cc4)ncnc32)C(O)C1O. RXN SMILES: [C:1]1(=[O:2])[N:5]([CH2:6][CH2:7][S:8][CH2:9][CH:10]2[CH:11]([OH:36])[CH:12]([OH:35])[CH:13]([n:15]3[cH:16][n:17][c:18]4[c:19]([NH:20][CH2:21][c:22]5[cH:23][cH:24][c:25]([N+:28](=[O:29])[O-:30])[cH:26][cH:27]5)[n:31][cH:32][n:33][c:34]34)[O:14]2)[C:3](=[O:4])[c:37]2[cH:38][cH:39][cH:40][cH:41][c:42]21.[CH3:45][CH2:46][OH:47].[NH2:43][NH2:44]>>[NH2:5][CH2:6][CH2:7][S:8][CH2:9][CH:10]1[CH:11]([OH:36])[CH:12]([OH:35])[CH:13]([n:15]2[cH:16][n:17][c:18]3[c:19]([NH:20][CH2:21][c:22]4[cH:23][cH:24][c:25]([N+:28](=[O:29])[O-:30])[cH:26][cH:27]4)[n:31][cH:32][n:33][c:34]23)[O:14]1. Starting materials: ClCCl, Cc1noc(-c2ccc(Cl)cc2CO)n1, O=[Mn]=O. Yields the product Cc1noc(-c2ccc(Cl)cc2C=O)n1. RXN SMILES: [Cl:16][CH2:17][Cl:18].[Cl:1][c:2]1[cH:3][cH:4][c:5](-[c:10]2[n:11][c:12]([CH3:15])[n:13][o:14]2)[c:6]([CH2:8][OH:9])[cH:7]1.[O:19]=[Mn:20]=[O:21]>>[Cl:1][c:2]1[cH:3][cH:4][c:5](-[c:10]2[n:11][c:12]([CH3:15])[n:13][o:14]2)[c:6]([CH:8]=[O:9])[cH:7]1. Starting materials: CCOC(=O)c1cc(O)c2ccn(C3CC3)c2c1, ClC(Cl)Cl, Cl, O=S(=O)(OS(=O)(=O)C(F)(F)F)C(F)(F)F, c1ccncc1. Yields the product CCOC(=O)c1cc(OS(=O)(=O)C(F)(F)F)c2ccn(C3CC3)c2c1. RXN SMILES: [CH:16]1([n:19]2[cH:20][cH:21][c:22]3[c:23]([OH:33])[cH:24][c:25]([C:28](=[O:29])[O:30][CH2:31][CH3:32])[cH:26][c:27]23)[CH2:17][CH2:18]1.[CH:41]([Cl:42])([Cl:43])[Cl:44].[ClH:40].[F:1][C:2]([S:3](=[O:4])(=[O:5])[O:6][S:7]([C:8]([F:9])([F:10])[F:11])(=[O:12])=[O:13])([F:14])[F:15].[cH:34]1[cH:35][cH:36][n:37][cH:38][cH:39]1>>[F:1][C:2]([S:3](=[O:4])(=[O:5])[O:6][c:23]1[c:22]2[cH:21][cH:20][n:19]([CH:16]3[CH2:17][CH2:18]3)[c:27]2[cH:26][c:25]([C:28](=[O:29])[O:30][CH2:31][CH3:32])[cH:24]1)([F:14])[F:15]. Reactants: BrC1=CC=2C3=C(C=NC2C=C1)N(C(N3C=3C(=NN(C3)CC)C)=O)C (8-bromo-1-(1-ethyl-3-methyl-1H-pyrazol-4-yl)-3-methyl-1,3-dihydro-imidazo[4,5-c]quinolin-2-one), BrC1=CC=2C3=C(C=NC2C=C1)N(C(N3C=3C(=NN(C3)CC)C)=O)C (8-bromo-1-(1-ethyl-3-methyl-1H-pyrazol-4-yl)-3-methyl-1,3-dihydro-imidazo[4,5-c]quinolin-2-one), C(C)OC=1C=C(C=CC1OC)B(O)O (3-ethoxy-4-methoxyphenylboronic acid). Product: C(C)OC=1C=C(C=CC1OC)C1=CC=2C3=C(C=NC2C=C1)N(C(N3C=3C(=NN(C3)CC)C)=O)C (8-(3-Ethoxy-4-methoxy-phenyl)-1-(1-ethyl-3-methyl-1H-pyrazol-4-yl)-3-methyl-1,3-dihydro-imidazo[4,5-c]quinolin-2-one). As a reaction SMILES: Br[C:2]1[CH:11]=[CH:10][C:9]2[N:8]=[CH:7][C:6]3[N:12]([CH3:24])[C:13](=[O:23])[N:14]([C:15]4[C:16]([CH3:22])=[N:17][N:18]([CH2:20][CH3:21])[CH:19]=4)[C:5]=3[C:4]=2[CH:3]=1.[CH2:25]([O:27][C:28]1[CH:29]=[C:30](B(O)O)[CH:31]=[CH:32][C:33]=1[O:34][CH3:35])[CH3:26]>>[CH2:25]([O:27][C:28]1[CH:29]=[C:30]([C:2]2[CH:11]=[CH:10][C:9]3[N:8]=[CH:7][C:6]4[N:12]([CH3:24])[C:13](=[O:23])[N:14]([C:15]5[C:16]([CH3:22])=[N:17][N:18]([CH2:20][CH3:21])[CH:19]=5)[C:5]=4[C:4]=3[CH:3]=2)[CH:31]=[CH:32][C:33]=1[O:34][CH3:35])[CH3:26]. Reported procedure: The title compound was synthesized in a similar manner as described for Example 1.1 using 8-bromo-1-(1-ethyl-3-methyl-1H-pyrazol-4-yl)-3-methyl-1,3-dihydro-imidazo[4,5-c]quinolin-2-one (Intermediate F, 39 mg, 0.100 mmol) and 3-ethoxy-4-methoxyphenylboronic acid (Combi-Blocks, San Diego, USA, 25.5 mg, 0.130 mmol) to give the title compound as an off-white foam. (HPLC: tR 2.86 min (Method A); M+H=458 MS-ES; 1H-NMR (d6-DMSO, 400 MHz) 8.92 (s, 1H), 8.16 (s, 1H), 8.08-8.01 (m, 1H), 7.93-7.87 (m, 1H),... Starting materials: [OH-].[Na+] (sodium hydroxide), 4-[, ClC=1C=CC(=C(OC(C#N)CC)C1)NC1=NC2=C(N1C)C(=CC=C2)N(CCC)CCC ((5-chloro-2-[[7-(dipropylamino)-1-methyl-1H-benzimidazol-2-yl]amino]phenoxy]butanenitrile), [OH-].[Na+] (sodium hydroxide). Run in CCO (EtOH), O (water). Conditions: temperature 75 celsius, time 48 hour. Yields the product ClC=1C=CC(=C(OCCCC(=O)O)C1)NC1=NC2=C(N1C)C(=CC=C2)N(CCC)CCC (4-[5-Chloro-2-[[7-(dipropylamino)-1-methyl-1H-benzimidazol-2-yl]amino]phenoxy]butyric acid). Yield: 70.0%. Reaction SMILES: [Cl:1][C:2]1[CH:3]=[CH:4][C:5]([NH:14][C:15]2[N:19]([CH3:20])[C:18]3[C:21]([N:25]([CH2:29][CH2:30][CH3:31])[CH2:26][CH2:27][CH3:28])=[CH:22][CH:23]=[CH:24][C:17]=3[N:16]=2)=[C:6]([CH:13]=1)[O:7]C(CC)C#N.[OH-:32].[Na+]>CCO.O>[Cl:1][C:2]1[CH:3]=[CH:4][C:5]([NH:14][C:15]2[N:19]([CH3:20])[C:18]3[C:21]([N:25]([CH2:26][CH2:27][CH3:28])[CH2:29][CH2:30][CH3:31])=[CH:22][CH:23]=[CH:24][C:17]=3[N:16]=2)=[C:6]([CH:13]=1)[O:7][CH2:3][CH2:4][CH2:5][C:6]([OH:7])=[O:32] |f:1.2|. Procedure details: To a solution of 63 mg (0.14 mmol) of 4-[(5-chloro-2-[[7-(dipropylamino)-1-methyl-1H-benzimidazol-2-yl]amino]phenoxy]butanenitrile in 3 mL of EtOH and 1 mL of water was added 29 mg (0.72 mmol) of sodium hydroxide pellets and the reaction was stirred at 75° C. for 48 h. To the reaction mixture was added 75 mg (1.87 mmol) of sodium hydroxide pellets and the reaction heated at 75° C. for 24 h and concentrated in vacuo to a residue. The thus obtained residue was dissolved in 5 mL of water and the pH... Reactants: CC(C)(C)OC(=O)N1C(Cc2ccc([N+](=O)[O-])cc2)CCC1C(O[Si](C)(C)C(C)(C)C)c1ccccc1, CO, Cl, [H][H]. Yields the product CC(C)(C)OC(=O)N1C(Cc2ccc(N)cc2)CCC1C(O[Si](C)(C)C(C)(C)C)c1ccccc1. Reaction SMILES: [C:1]([CH3:2])([CH3:3])([CH3:4])[Si:5]([O:6][CH:7]([CH:8]1[N:9]([C:23](=[O:24])[O:25][C:26]([CH3:27])([CH3:28])[CH3:29])[CH:10]([CH2:13][c:14]2[cH:15][cH:16][c:17]([N+:20]([O-:21])=[O:22])[cH:18][cH:19]2)[CH2:11][CH2:12]1)[c:30]1[cH:31][cH:32][cH:33][cH:34][cH:35]1)([CH3:36])[CH3:37].[CH3:41][OH:42].[ClH:38].[H:39][H:40]>>[C:1]([CH3:2])([CH3:3])([CH3:4])[Si:5]([O:6][CH:7]([CH:8]1[N:9]([C:23](=[O:24])[O:25][C:26]([CH3:27])([CH3:28])[CH3:29])[CH:10]([CH2:13][c:14]2[cH:15][cH:16][c:17]([NH2:20])[cH:18][cH:19]2)[CH2:11][CH2:12]1)[c:30]1[cH:31][cH:32][cH:33][cH:34][cH:35]1)([CH3:36])[CH3:37]. The reactants are C(=O)(OC(C)(C)C)N[C@H]([C@H](C[C@H](C(=O)O)CC1=CC=C(C=C1)CCC1=CC=CC=C1)O)CC1=CC=CC=C1 (5(S)-(Boc-amino)-4(S)-hydroxy-6-phenyl-2(R)-{[p-(2-phenylethyl)phenyl]methyl}hexanoic acid), C(C)(C)(C)[Si](Cl)(C)C (tert-butyldimethylchlorosilane), N1C=NC=C1 (imidazole), ice water. Solvent: CN(C)C=O (DMF). Run at time 17 hour. Yields the product C(=O)(OC(C)(C)C)N[C@H]([C@H](C[C@H](C(=O)O)CC1=CC=C(C=C1)CCC1=CC=CC=C1)O[Si](C)(C)C(C)(C)C)CC1=CC=CC=C1 (5(S)-(Boc-Amino)-4(S)-(tert-butyldimethylsilyloxy)-6-phenyl-2(R)-{[p-(2-phenylethyl)phenyl]methyl}hexanoic acid). RXN SMILES: [C:1]([NH:8][C@@H:9]([CH2:32][C:33]1[CH:38]=[CH:37][CH:36]=[CH:35][CH:34]=1)[C@@H:10]([OH:31])[CH2:11][C@@H:12]([CH2:16][C:17]1[CH:22]=[CH:21][C:20]([CH2:23][CH2:24][C:25]2[CH:30]=[CH:29][CH:28]=[CH:27][CH:26]=2)=[CH:19][CH:18]=1)[C:13]([OH:15])=[O:14])([O:3][C:4]([CH3:7])([CH3:6])[CH3:5])=[O:2].[C:39]([Si:43]([CH3:46])([CH3:45])Cl)([CH3:42])([CH3:41])[CH3:40].N1C=CN=C1>CN(C=O)C>[C:1]([NH:8][C@@H:9]([CH2:32][C:33]1[CH:34]=[CH:35][CH:36]=[CH:37][CH:38]=1)[C@@H:10]([O:31][Si:43]([C:39]([CH3:42])([CH3:41])[CH3:40])([CH3:46])[CH3:45])[CH2:11][C@@H:12]([CH2:16][C:17]1[CH:18]=[CH:19][C:20]([CH2:23][CH2:24][C:25]2[CH:26]=[CH:27][CH:28]=[CH:29][CH:30]=2)=[CH:21][CH:22]=1)[C:13]([OH:15])=[O:14])([O:3][C:4]([CH3:6])([CH3:7])[CH3:5])=[O:2]. Procedure: 5.08 g (9.81 mmol) of 5(S)-(Boc-amino)-4(S)-hydroxy-6-phenyl-2(R)-{[p-(2-phenylethyl)phenyl]methyl}hexanoic acid in 22 ml of DMF are silylated, under a protective gas, with 6.80 g (45.1 mmol) of tert-butyldimethylchlorosilane and 5.48 g (80.4 mmol) of imidazole at RT for 20 h. The reaction mixture is poured onto 500 ml of ice-water, and this mixture is extracted 3× with ethyl acetate. The organic phases are washed with 10% citric acid solution, 2× water and saline, dried with Na2SO4 and evaporat... Starting materials: CC(C)CBr, Cc1cc(N=C2NC(CC(C)C)CS2)cc(C)c1[N+](=O)[O-]. The product is Cc1cc(N=C2SCC(CC(C)C)N2CC(C)C)cc(C)c1[N+](=O)[O-]. Reaction SMILES: [CH2:22]([CH:23]([CH3:24])[CH3:25])[Br:26].[CH3:1][c:2]1[cH:3][c:4]([N:12]=[C:13]2[S:14][CH2:15][CH:16]([CH2:18][CH:19]([CH3:20])[CH3:21])[NH:17]2)[cH:5][c:6]([CH3:11])[c:7]1[N+:8](=[O:9])[O-:10]>>[CH3:1][c:2]1[cH:3][c:4]([N:12]=[C:13]2[S:14][CH2:15][CH:16]([CH2:18][CH:19]([CH3:20])[CH3:21])[N:17]2[CH2:22][CH:23]([CH3:24])[CH3:25])[cH:5][c:6]([CH3:11])[c:7]1[N+:8](=[O:9])[O-:10].